From a dataset of the Open Reaction Database (ORD), a public repository of structured organic reaction records. describe an organic reaction: reactants, conditions, products, and yield Reaction conditions: temperature -78 celsius. Reaction SMILES: Br[C:2]1[CH:7]=[CH:6][C:5]([CH3:8])=[CH:4][CH:3]=1.C([Li])(C)(C)C.[H-].C([Al+]CC(C)C)C(C)C.Br[C:25]1[CH:30]=[CH:29][CH:28]=[CH:27][C:26]=1[N+:31]([O-:33])=[O:32].[Cl-].C1(C)C=CC=CC=1[Zn+]>O1CCCC1.CCCCC.C1(C)C=CC=CC=1.Cl[Pd](Cl)([P](C1C=CC=CC=1)(C1C=CC=CC=1)C1C=CC=CC=1)[P](C1C=CC=CC=1)(C1C=CC=CC=1)C1C=CC=CC=1>[CH3:8][C:5]1[CH:6]=[CH:7][C:2]([C:25]2[CH:30]=[CH:29][CH:28]=[CH:27][C:26]=2[N+:31]([O-:33])=[O:32])=[CH:3][CH:4]=1 |f:2.3,5.6,^1:62,81|. The product is CC1=CC=C(C=C1)C1=C(C=CC=C1)[N+](=O)[O-] (4-Methyl-2'-nitrobiphenyl). Solvent: CCCCC (pentane), C1(=CC=CC=C1)C (toluene), O1CCCC1 (tetrahydrofuran), O1CCCC1 (tetrahydrofuran), O1CCCC1 (tetrahydrofuran). Procedure details: A 1 L three-necked 24/40 round-bottom flask equipped with a mechanical stirrer, a 250 mL constant pressure addition funnel with a nitrogen inlet at the top, and a septum was flame dried, cooled and then charged with a solution of 29.07 g (0.17 mol) of p-bromotoluene in 100 mL of anhydrous tetrahydrofuran under a nitrogen atmosphere. The solution was stirred and cooled to -78° C. and 200 mL (0.34 mol) of a 1.7M solution of t-butyllithium in pentane was added via the addition funnel over 30 minute... Starting materials: solution, C(C)(C)(C)[Li] (t-butyllithium), solution, [H-].C(C(C)C)[Al+]CC(C)C (diisobutylaluminum hydride), BrC1=C(C=CC=C1)[N+](=O)[O-] (1-bromo-2-nitrobenzene), [Cl-].C1(=C(C=CC=C1)[Zn+])C (tolylzinc chloride), BrC1=CC=C(C=C1)C (p-bromotoluene). The reagents and catalysts are Cl[Pd]([P](C1=CC=CC=C1)(C2=CC=CC=C2)C3=CC=CC=C3)([P](C4=CC=CC=C4)(C5=CC=CC=C5)C6=CC=CC=C6)Cl (bis(triphenylphosphine)palladium(II) chloride). The reactants are P(OCC)(OCC)OCC (triethyl phosphite), ClC=1C=2C(C=3N=C(C(=NC3C1)O)O)=[N+](ON2)[O-] (4-chloro-7,8-dihydroxy-1,2,5-oxadiazolo(3,4-f)quinoxaline-1-oxide). Run in C(C)O (ethanol), CN(C=O)C (dimethylformamide). Product: ether-ethyl acetate, ClC=1C=2C(C=3N=C(C(=NC3C1)O)O)=NON2 (4-chloro-7,8-dihydroxy-1,2,5-oxadiazolo(3,4-f)quinoxaline). Isolated yield 69.9%. RXN SMILES: [Cl:1][C:2]1[C:3]2[C:4](=[N+:14]([O-])[O:15][N:16]=2)[C:5]2[N:6]=[C:7]([OH:13])[C:8]([OH:12])=[N:9][C:10]=2[CH:11]=1.P(OCC)(OCC)OCC>C(O)C.CN(C)C=O>[Cl:1][C:2]1[C:3]2[C:4](=[N:14][O:15][N:16]=2)[C:5]2[N:6]=[C:7]([OH:13])[C:8]([OH:12])=[N:9][C:10]=2[CH:11]=1. Procedure: To a solution of 0,6 g (2,4 mmol) 4-chloro-7,8-dihydroxy-1,2,5-oxadiazolo(3,4-f)quinoxaline-1-oxide in a mixture of 14 ml ethanol and 3 ml dimethylformamide was added 0,9 ml (5,3 mmol) triethyl phosphite. The mixture was refluxed for 4 h, and then evaporated in vacuo. The residue was stirred with water and then with ether-ethyl acetate (5:1) to give 0,4 g (71%) 4-chloro-7,8-dihydroxy-1,2,5-oxadiazolo(3,4-f)quinoxaline, m.p.>300° C. NMR (DMSO-d6 +D2O) 7.40 (1H,s). The reactants are COC(=O)C#N (MeOCOCN), C[C@]12CC[C@H]3[C@H]([C@@H]1CC[C@@H]2O)CCC4=CC(=O)CC[C@H]34.C(C)(=O)[O-] (19-nor-testosterone acetate), [Li+].CC(C)[N-]C(C)C (LDA), C(C)(C)NC(C)C.[Li] (lithium diisopropyl amine), C(C)(C)NC(C)C (diisopropyl amine), C(CCC)[Li] (butyl lithium). Solvent: CN(C)P(=O)(N(C)C)N(C)C (HMPA). The product is C(C)(=O)O[C@@H]1[C@]2(C)[C@@H](CC1)[C@@H]1C=CC3=CC(CC[C@@H]3[C@H]1CC2)=O (17β-acetoxy-estra-4,6-dien-3-one). The yield is 83.0%. As a reaction SMILES: [CH3:1][O:2][C:3]([C:5]#N)=[O:4].[CH3:7][C@@:8]12[C@@H](O)[CH2:15][CH2:14][C@H:13]1[C@@H:12]1[CH2:18][CH2:19][C:20]3[C@@H:26]([C@H:11]1[CH2:10][CH2:9]2)[CH2:25][CH2:24][C:22](=[O:23])[CH:21]=3.C([O-])(=O)C.[Li+].CC([N-]C(C)C)C.C(NC(C)C)(C)C.[Li].C(NC(C)C)(C)C.C([Li])CCC>CN(P(N(C)C)(N(C)C)=O)C>[C:3]([O:2][C@H:1]1[CH2:15][CH2:14][C@H:13]2[C@H:12]3[C@H:11]([CH2:10][CH2:9][C@:8]12[CH3:7])[C@@H:26]1[C:20](=[CH:21][C:22](=[O:23])[CH2:24][CH2:25]1)[CH:19]=[CH:18]3)(=[O:4])[CH3:5] |f:1.2,3.4,5.6,^1:45|. Procedure: β-methoxytetralone 1 (0.254 g, 1.4 mmol in 5 ml of THF) was added to a refluxed mixture of (MeO)2CO (2.8 mmol) and sodium hydride (38 mg) in THF (20 ml). The mixture was heated at reflux during the night, cooled, water (25 ml) was added and neutralized with 5% HCL and extracted with ether. The ether was washed with a cooled satured sodium bicarbonate and water. The organic phase was dried with anhydrous MgSO4 and the solvent was removed under reduced pressure. The residue in THF (5 ml) was added... The reactants are C1(=CC=C(C=C1)N=C=O)C (p-tolyl isocyanate), FC(C1=CC=C2C(=CC=NC2=C1)NC1=CC=C(C(=O)N2CCNCC2)C=C1)(F)F (4-[4-[[7-(trifluoromethyl)-4-quinolinyl]amino]benzoyl]piperazine), resultant suspension. Run in C(Cl)Cl (methylene chloride), C(Cl)Cl (methylene chloride). Product: CC1=CC=C(C=C1)NC(=O)N1CCN(CC1)C(C1=CC=C(C=C1)NC1=CC=NC2=CC(=CC=C12)C(F)(F)F)=O (1-[[(4-methylphenyl)amino]carbonyl]-4-[4-[[7-(trifluoromethyl)-4-quinolinyl]amino]benzoyl]piperazine). Yield: 93.0%. Reaction SMILES: [F:1][C:2]([F:29])([F:28])[C:3]1[CH:12]=[C:11]2[C:6]([C:7]([NH:13][C:14]3[CH:27]=[CH:26][C:17]([C:18]([N:20]4[CH2:25][CH2:24][NH:23][CH2:22][CH2:21]4)=[O:19])=[CH:16][CH:15]=3)=[CH:8][CH:9]=[N:10]2)=[CH:5][CH:4]=1.[C:30]1([CH3:39])[CH:35]=[CH:34][C:33]([N:36]=[C:37]=[O:38])=[CH:32][CH:31]=1>C(Cl)Cl>[CH3:39][C:30]1[CH:35]=[CH:34][C:33]([NH:36][C:37]([N:23]2[CH2:24][CH2:25][N:20]([C:18](=[O:19])[C:17]3[CH:26]=[CH:27][C:14]([NH:13][C:7]4[C:6]5[C:11](=[CH:12][C:3]([C:2]([F:1])([F:28])[F:29])=[CH:4][CH:5]=5)[N:10]=[CH:9][CH:8]=4)=[CH:15][CH:16]=3)[CH2:21][CH2:22]2)=[O:38])=[CH:32][CH:31]=1. Procedure details: To a suspension of 4-[4-[[7-(trifluoromethyl)-4-quinolinyl]amino]benzoyl]piperazine (2 g, 0.005 mol) in 15 ml of methylene chloride is added dropwise a solution of p-tolyl isocyanate in 10 ml of methylene chloride under nitrogen at room temperature. After complete addition, the resultant suspension is stirred at room temperature for 2 hours. This suspension is then filtered and the white residue is washed with methylene chloride and dried. This is re-crystallized from methanol/methylene chloride... Isolated yield 39.6%. Run at time 8 hour. The reactants are N[C@H](CO)C1=CC=CC=C1 ((S)-2-amino-2-phenylethanol), C(C)#N (acetonitrile), C(C=1C(C(=O)OC)=CC=CC1)(=O)ON1C(CCC1=O)=O (2,5-dioxopyrrolidin-1-yl methyl phthalate). Run in O (water). Procedure details: To a solution of (S)-2-amino-2-phenylethanol (3 g, 21.87 mmol) in water (26.5 mL), and acetonitrile (46.4 mL) was added 2,5-dioxopyrrolidin-1-yl methyl phthalate (5.76 g, 20.78 mmol) at room temperature. The reaction mixture was stirred at room temperature for overnight. After acetonitrile was removed in vacuo, the reaction mixture was then extracted with EtOAc. The organic was washed by water and brine, dried over anhydrous sodium sulfate, filtered off, and concentrated in vacuo yielding (S)-2-... Reaction SMILES: [NH2:1][C@@H:2]([C:5]1[CH:10]=[CH:9][CH:8]=[CH:7][CH:6]=1)[CH2:3][OH:4].C(#N)C.[C:14](ON1C(=O)CCC1=O)(=[O:25])[C:15]1[C:16](=[CH:21][CH:22]=[CH:23][CH:24]=1)[C:17](OC)=[O:18]>O>[OH:4][CH2:3][C@@H:2]([N:1]1[C:17](=[O:18])[C:16]2[C:15](=[CH:24][CH:23]=[CH:22][CH:21]=2)[C:14]1=[O:25])[C:5]1[CH:10]=[CH:9][CH:8]=[CH:7][CH:6]=1. Yields the product OC[C@H](C1=CC=CC=C1)N1C(C2=CC=CC=C2C1=O)=O ((S)-2-(2-hydroxy-1-phenylethyl)isoindoline-1,3-dione). Reactants: FC(C(=O)NC1=C(C=CC=C1)[C@@H](CC)O)(F)F ((R)—N-trifluoroacetyl-2-amino phenyl propanol), Cl (hydrochloric acid). The solvent is C(C)(C)O (isopropanol). Conditions: time 15 hour. Yields the product Cl.NC1=C(C=CC=C1)[C@@H](CC)O ((R)-2-amino phenyl propanol hydrochloride). Yield: 74.9%. As a reaction SMILES: FC(F)(F)C([NH:5][C:6]1[CH:11]=[CH:10][CH:9]=[CH:8][C:7]=1[C@H:12]([OH:15])[CH2:13][CH3:14])=O.[ClH:18]>C(O)(C)C>[ClH:18].[NH2:5][C:6]1[CH:11]=[CH:10][CH:9]=[CH:8][C:7]=1[C@H:12]([OH:15])[CH2:13][CH3:14] |f:3.4|. Procedure: (R)—N-trifluoroacetyl-2-amino phenyl propanol (11.8 g, 0.0477 mol) prepared as above was dissolved in 100 ml of isopropanol. At a controlled temperature of <10 with ice bath, 70 ml of concentrated hydrochloric acid was added dropwise. The temperature was slowly raised to 40, and a reaction was allowed to proceed for 15 hours. The solvent was removed by evaporation under reduced pressure (water bath temperature <60), and benzene (100 ml×2) was added to remove water by azeotropism. Ethanol (120 ml...